This data is from the Open Reaction Database (ORD), a public repository of structured organic reaction records. The task is: describe an organic reaction: reactants, conditions, products, and yield Starting materials: ClCCCCC(=O)C1=C(C=CC=C1)F (5-chloro-1-(2-fluorophenyl)-1-pentanone), N1CCC(CC1)C=1C=C(C=CC1)NC(=O)C1CC1 (N-[3-(4-piperidinyl)phenyl]cyclopropanecarboxamide). The product is FC1=C(C=CC=C1)C(CCCCN1CCC(CC1)C=1C=C(C=CC1)NC(=O)C1CC1)=O (N-(3-{1-[5-(2-FLUOROPHENYL)-5-OXOPENTYL]-4-PIPERIDINYL}PHENYL)CYCLOPROPANECARBOXAMIDE). As a reaction SMILES: Cl[CH2:2][CH2:3][CH2:4][CH2:5][C:6]([C:8]1[CH:13]=[CH:12][CH:11]=[CH:10][C:9]=1[F:14])=[O:7].[NH:15]1[CH2:20][CH2:19][CH:18]([C:21]2[CH:22]=[C:23]([NH:27][C:28]([CH:30]3[CH2:32][CH2:31]3)=[O:29])[CH:24]=[CH:25][CH:26]=2)[CH2:17][CH2:16]1>>[F:14][C:9]1[CH:10]=[CH:11][CH:12]=[CH:13][C:8]=1[C:6](=[O:7])[CH2:5][CH2:4][CH2:3][CH2:2][N:15]1[CH2:20][CH2:19][CH:18]([C:21]2[CH:22]=[C:23]([NH:27][C:28]([CH:30]3[CH2:31][CH2:32]3)=[O:29])[CH:24]=[CH:25][CH:26]=2)[CH2:17][CH2:16]1. Reported procedure: Prepared by Procedure K and Scheme B1 using 5-chloro-1-(2-fluorophenyl)-1-pentanone and N-[3-(4-piperidinyl)phenyl]cyclopropanecarboxamide: ESMS m/e: 423.1 (M+H)+. Reactants: COC(C(=CC(N(CC1=CC=C(C=C1)F)OCC)=O)O)=O (3-[Ethoxy-(4-fluorobenzyl)-carbamoyl]-2-hydroxy-acrylic acid methyl ester), C=O (paraformaldehyde), CN (methylamine), ClC=1C=C(CN(C(=O)C=2CN(C(C2O)=O)C)C)C=CC1Cl (4-Hydroxy-1-methyl-5-oxo-2,5-dihydro-1H-pyrrole-3-carboxylic acid (3,4-dichloro-benzyl)-methyl amide). Yields the product C(C)ON(C(=O)C=1CN(C(C1O)=O)C)CC1=CC=C(C=C1)F (4-Hydroxy-1-methyl-5-oxo-2,5-dihydro-1H-pyrrole-3-carboxylic acid ethoxy-(4-fluoro-benzyl)-amide). The yield is 50.0%. Reaction SMILES: CO[C:3](=[O:21])[C:4]([OH:20])=[CH:5][C:6](=[O:19])[N:7]([O:16][CH2:17][CH3:18])[CH2:8][C:9]1[CH:14]=[CH:13][C:12]([F:15])=[CH:11][CH:10]=1.C=O.CN.ClC1C=C(C=CC=1Cl)[CH2:30][N:31](C)[C:32](C1CN(C)C(=O)C=1O)=O>>[CH2:17]([O:16][N:7]([CH2:8][C:9]1[CH:10]=[CH:11][C:12]([F:15])=[CH:13][CH:14]=1)[C:6]([C:5]1[CH2:30][N:31]([CH3:32])[C:3](=[O:21])[C:4]=1[OH:20])=[O:19])[CH3:18]. Procedure: 3-[Ethoxy-(4-fluorobenzyl)-carbamoyl]-2-hydroxy-acrylic acid methyl ester (Compound 53-D) was treated with paraformaldehyde and methylamine as described in the preparation of Compound 12 to give the title compound as a white solid (50% yield); mp 113–114° C. 1HNMR 400 MHz (CDCl3) δ (ppm): 1.30 (3H, t, J=7.1 Hz, CH3), 3.12 (3H, s, NCH3), 3.96 (2H, q, J=7.1 Hz, OCH2), 4.16 (2H, s, NCH2), 4.86 (2H, s, NCH2), 7.06 (2H, m, aromatics), 7.33 (2H, m, aromatics), 11.65 (1H, broad s, OH). Anal. calcd for ... Starting materials: BrBr (Bromine), BrC=1C(=NC=CC1C)N (3-bromo-4-methyl-pyridin-2-ylamine), N(=O)[O-].[Na+] (NaNO2). The solvent is O (water), Br (HBr). Conditions: temperature 10 celsius. Product: BrC1=NC=CC(=C1Br)C (2,3-dibromo-4-methyl-pyridine). Isolated yield 46.5%. Reaction SMILES: [Br:1]Br.[Br:3][C:4]1[C:5](N)=[N:6][CH:7]=[CH:8][C:9]=1[CH3:10].N([O-])=O.[Na+]>Br.O>[Br:1][C:5]1[C:4]([Br:3])=[C:9]([CH3:10])[CH:8]=[CH:7][N:6]=1 |f:2.3|. Procedure: Bromine (0.35 mL, 6.8 mmol) was added dropwise to a solution of 3-bromo-4-methyl-pyridin-2-ylamine (0.44 g, 2.4 mmol) in 48% HBr (3 mL) at −10° C. to give an orange slurry. After 5 minutes NaNO2 (0.47 g, 6.8 mmol), dissolved in water (1.5 mL), was added dropwise over 5 minutes. The dark brown mixture was slowly warmed to 10° C. over 3.5 h and then cooled to 0° C. and quenched with 10N NaOH until pH˜12. The resulting orange slurry was extracted with CH2Cl2 (3×50 mL), dried (Na2SO4), filtered and ... The reactants are C(C1=CC=CC=C1)OC=CC(F)(F)F (1-benzyloxy-3,3,3-trifluoropropene), O (water), S(O)(O)(=O)=O (sulfuric acid), FC(CC(OCC1=CC=CC=C1)OCC1=CC=CC=C1)(F)F (1,1,1-trifluoro-3,3-dibenzyloxypropane), FC(CC=O)(F)F (3,3,3-trifluoropropionaldehyde), prepared mixture, C(C1=CC=CC=C1)OC=CC(F)(F)F (1-benzyloxy-3,3,3-trifluoropropene). Reaction conditions: temperature 100 celsius. Product: C(C1=CC=CC=C1)O (benzyl alcohol), C(C1=CC=CC=C1)OC=CC(F)(F)F (1-benzyloxy-3,3,3-trifluoropropene), FC(CC(OCC1=CC=CC=C1)OCC1=CC=CC=C1)(F)F (1,1,1-trifluoro-3,3-dibenzyloxypropane), FC(CC=O)(F)F (3,3,3-trifluoropropionaldehyde). The yield is 0.1%. Reaction SMILES: O.S(=O)(=O)(O)O.[F:7][C:8]([F:13])([F:12])[CH2:9][CH:10]=[O:11].[CH2:14]([O:21]C=CC(F)(F)F)[C:15]1[CH:20]=[CH:19][CH:18]=[CH:17][CH:16]=1.[F:28][C:29]([F:49])([F:48])[CH2:30][CH:31]([O:40][CH2:41][C:42]1[CH:47]=[CH:46][CH:45]=[CH:44][CH:43]=1)[O:32][CH2:33][C:34]1[CH:39]=[CH:38][CH:37]=[CH:36][CH:35]=1>>[CH2:14]([OH:21])[C:15]1[CH:20]=[CH:19][CH:18]=[CH:17][CH:16]=1.[CH2:33]([O:32][CH:31]=[CH:30][C:29]([F:28])([F:49])[F:48])[C:34]1[CH:39]=[CH:38][CH:37]=[CH:36][CH:35]=1.[F:28][C:29]([F:48])([F:49])[CH2:30][CH:31]([O:32][CH2:33][C:34]1[CH:39]=[CH:38][CH:37]=[CH:36][CH:35]=1)[O:40][CH2:41][C:42]1[CH:47]=[CH:46][CH:45]=[CH:44][CH:43]=1.[F:7][C:8]([F:13])([F:12])[CH2:9][CH:10]=[O:11]. Procedure details: A mixture (composition: 2.5% benzyl alcohol, 92.7% (1E) 1-benzyloxy-3,3,3-trifluoropropene, 4.7% (1Z) 1-benzyloxy-3,3,3-trifluoropropene and 0.1% 1,1,1-trifluoro-3,3-dibenzyloxypropane) was prepared in the same way as in Example 3. Then, 34 g of the prepared mixture was filled into a 100-ml three-neck glass flask with a magnetic stirrer, a thermometer and a reflux condenser, followed by adding thereto 1.5 g (0.08 mol) water and 0.67 g (0.007 mol) 98% sulfuric acid and stirring the mixture under ... Reaction SMILES: [F:1][C:2]([F:15])([F:14])[C:3]1[CH:4]=[CH:5][CH:6]=[C:7]2[C:12]=1[N:11]=[CH:10][CH:9]=[C:8]2[OH:13].C([O-])([O-])=O.[Cs+].[Cs+].Br[CH2:23][CH2:24][CH2:25][CH2:26][CH2:27][O:28][C:29]1[C:30](=[O:37])[CH:31]=[C:32]([CH2:35][OH:36])[O:33][CH:34]=1.O>CN(C=O)C>[F:15][C:2]([F:1])([F:14])[C:3]1[CH:4]=[CH:5][CH:6]=[C:7]2[C:12]=1[N:11]=[CH:10][CH:9]=[C:8]2[O:13][CH2:23][CH2:24][CH2:25][CH2:26][CH2:27][O:28][C:29]1[C:30](=[O:37])[CH:31]=[C:32]([CH2:35][OH:36])[O:33][CH:34]=1 |f:1.2.3|. Product: FC(C=1C=CC=C2C(=CC=NC12)OCCCCCOC=1C(C=C(OC1)CO)=O)(F)F (5-(5-(8-(Trifluoromethyl)quinolin-4-yloxy)pentyloxy)-2-(hydroxymethyl)-4H-pyran-4-one). The solvent is CN(C)C=O (DMF), CN(C)C=O (DMF). Run at time 10 minute. Reported procedure: 8-Trifluoromethyl-quinolin-4-ol (0.84 g, 2.88 mmol) was dissolved in DMF (5 mL). Cs2CO3 (0.98 g, 3.02 mmol) was added at room temperature and the mixture was stirred for 10 min. A solution of 5-(5-bromo-pentyloxy)-2-hydroxymethyl-pyran-4-one 10 (0.86 g, 3.02 mmol) in DMF (5 mL) was added via syringe. This mixture was stirred at 50° C. for 18 h. Water (10 mL) was added and the mixture extracted with EtOAc (2×50 mL), washed with water (3×50 mL), brine (3×50 mL) dried over MgSO4, filtered and evapo... The reactants are BrCCCCCOC=1C(C=C(OC1)CO)=O (5-(5-Bromopentyloxy)-2-(hydroxymethyl)-4H-pyran-4-one), O (Water), FC(C=1C=CC=C2C(=CC=NC12)O)(F)F (8-Trifluoromethyl-quinolin-4-ol), C(=O)([O-])[O-].[Cs+].[Cs+] (Cs2CO3). Yield: 35.0%. Starting materials: C(=O)OCC (ethyl formate), CC(=O)C1=CC=C(C=C1)[N+](=O)[O-] (4-nitroacetophenone), [Na] (sodium), [O-]CC.[Na+] (sodium ethoxide), C(C)O (ethanol). Solvent: O (water), O1CCCC1 (tetrahydrofuran). Conditions: time 8 hour. Yields the product [N+](=O)([O-])C1=CC=C(C(=O)CC=O)C=C1 (4-nitrobenzoylacetaldehyde). Isolated yield 28.0%. Reaction SMILES: [CH3:1][C:2]([C:4]1[CH:9]=[CH:8][C:7]([N+:10]([O-:12])=[O:11])=[CH:6][CH:5]=1)=[O:3].[O-:13][CH2:14]C.[Na+].C(O)C.[Na].C(OCC)=O>O1CCCC1.O>[N+:10]([C:7]1[CH:6]=[CH:5][C:4]([C:2]([CH2:1][CH:14]=[O:13])=[O:3])=[CH:9][CH:8]=1)([O-:12])=[O:11] |f:1.2,^1:19|. Reported procedure: To a solution of 4-nitroacetophenone (8.26 g, 50 mmol) in anhydrous tetrahydrofuran (THF) at 0° C. was slowly added sodium ethoxide in ethanol (prepared from 1.27. g (55 mmol) sodium in 26 ml ethanol) followed by addition of ethyl formate (5.56 g, 75 mmol). The reaction was allowed to slowly warm to room temperature and stir overnight. The reaction was diluted with water (800 ml) and washed with ether. The aqueous layer was acidified (pH 1-2) with concentrated hydrochloric acid (HCl) and the mix... Reactants: CC(=O)[O-], NC1Cc2ccccc2C1, CC(=O)OC(C)=O, Cl, [Na+], O, O, O. The product is CC(=O)NC1Cc2ccccc2C1. Reaction SMILES: [C:15]([CH3:16])(=[O:17])[O-:18].[CH2:2]1[CH:3]([NH2:11])[CH2:4][c:5]2[cH:6][cH:7][cH:8][cH:9][c:10]21.[CH3:20][C:21]([O:22][C:23](=[O:24])[CH3:25])=[O:26].[ClH:1].[Na+:19].[OH2:12].[OH2:13].[OH2:14]>>[CH2:2]1[CH:3]([NH:11][C:15]([CH3:16])=[O:17])[CH2:4][c:5]2[cH:6][cH:7][cH:8][cH:9][c:10]21.